Task: describe an organic reaction: reactants, conditions, products, and yield. Dataset: the Open Reaction Database (ORD), a public repository of structured organic reaction records Starting materials: N(=NC(=O)OC(C)C)C(=O)OC(C)C (Diisopropyl azodicarboxylate), C1(=CC=CC=C1)P(C1=CC=CC=C1)C1=CC=CC=C1 (triphenylphosphine), S1C(=CC=C1)CC(=O)O (thiolacetic acid), C(C)OC(C(CC)(CO)CC=1C=NC(=CC1)NC(=O)OC(C)(C)C)=O (2-(6-tert-butoxycarbonylamino-pyridin-3-ylmethyl)-2-hydroxymethyl-butyric acid ethyl ester). The solvent is C1CCOC1 (THF), C1CCOC1 (THF). Conditions: time 30 minute. Yields the product C(C)OC(C(CC)(CC=1C=NC(=CC1)NC(=O)OC(C)(C)C)CSC(C)=O)=O (2-acetylsulfanylmethyl-2-(6-tert-butoxycarbonylamino-pyridin-3-ylmethyl)-butyric acid ethyl ester). Yield: 61.1%. RXN SMILES: N(C(OC(C)C)=O)=NC([O:5][CH:6]([CH3:8])C)=O.C1(P(C2C=CC=CC=2)C2C=CC=CC=2)C=CC=CC=1.[S:34]1C=CC=C1CC(O)=O.[CH2:43]([O:45][C:46](=[O:67])[C:47]([CH2:52][C:53]1[CH:54]=[N:55][C:56]([NH:59][C:60]([O:62][C:63]([CH3:66])([CH3:65])[CH3:64])=[O:61])=[CH:57][CH:58]=1)([CH2:50]O)[CH2:48][CH3:49])[CH3:44]>C1COCC1>[CH2:43]([O:45][C:46](=[O:67])[C:47]([CH2:50][S:34][C:6](=[O:5])[CH3:8])([CH2:52][C:53]1[CH:54]=[N:55][C:56]([NH:59][C:60]([O:62][C:63]([CH3:66])([CH3:65])[CH3:64])=[O:61])=[CH:57][CH:58]=1)[CH2:48][CH3:49])[CH3:44]. Reported procedure: Diisopropyl azodicarboxylate (296 μL, 1.53 mmol) was added dropwise to a solution of triphenylphosphine (402 mg, 1.53 mmol) in THF (4 mL) at 0° C. under argon and the reaction was stirred for 30 min. A solution of thiolacetic acid (109 μL, 1.53 mmol) and 2-(6-tert-butoxycarbonylamino-pyridin-3-ylmethyl)-2-hydroxymethyl-butyric acid ethyl ester (0.27 g, 0.77 mmol) in THF (2 mL) was added dropwise during 10 min. The reaction was stirred for 60 min. at 0° C. and then for 16 h at room temperature. C... The reactants are CCOC(=O)c1cn(Cc2ccc(F)cc2)c2ccc(C(C)=O)cc2c1=O, CCO, Cl, [Na+], [OH-], O. The product is CC(=O)c1ccc2c(c1)c(=O)c(C(=O)O)cn2Cc1ccc(F)cc1. Reaction SMILES: [CH2:1]([CH3:2])[O:3][C:4](=[O:5])[c:6]1[cH:7][n:8]([CH2:20][c:21]2[cH:22][cH:23][c:24]([F:27])[cH:25][cH:26]2)[c:9]2[cH:10][cH:11][c:12]([C:17]([CH3:18])=[O:19])[cH:13][c:14]2[c:15]1=[O:16].[CH3:32][CH2:33][OH:34].[ClH:31].[Na+:29].[OH-:28].[OH2:30]>>[O:3]=[C:4]([OH:5])[c:6]1[cH:7][n:8]([CH2:20][c:21]2[cH:22][cH:23][c:24]([F:27])[cH:25][cH:26]2)[c:9]2[cH:10][cH:11][c:12]([C:17]([CH3:18])=[O:19])[cH:13][c:14]2[c:15]1=[O:16]. The reactants are CO (methanol), O (water), O.[OH-].[Li+] (lithium hydroxide monohydrate), FC=1C=CC2=C3C=CC=CC3=C(N=C2C1)O[C@@H]1C[C@@H]2N(C([C@H](CCCCC\C=C/[C@H]3[C@](NC2=O)(C3)C(=O)OCC)NC(=O)C3=NOC(=C3)C)=O)C1 ((2R,6S,13aS,14aR,16aS,Z)-ethyl 2-(3-fluorophenanthridin-6-yloxy)-6-(5-methylisoxazole-3-carboxamido)-5,16-dioxo-1,2,3,5,6,7,8,9,10,11,13a,14,14a,15,16,16a-hexadecahydrocyclopropa[e]pyrrolo[1,2-a][1,4]diazacyclopentadecine-14a-carboxylate). Solvent: O1CCCC1 (tetrahydrofuran). Conditions: temperature 40 celsius. Product: FC=1C=CC2=C3C=CC=CC3=C(N=C2C1)O[C@@H]1C[C@@H]2N(C([C@H](CCCCC\C=C/[C@H]3[C@](NC2=O)(C3)C(=O)O)NC(=O)C3=NOC(=C3)C)=O)C1 ((2R,6S,13aS,14aR,16aS,Z)-2-(3-fluorophenanthridin-6-yloxy)-6-(5-methylisoxazole-3-carboxamido)-5,16-dioxo-1,2,3,5,6,7,8,9,10,11,13a,14,14a,15,16,16a-hexadecahydrocyclopropa[e]pyrrolo[1,2-a][1,4]diazacyclopentadecine-14a-carboxylic acid). The yield is 100.2%. RXN SMILES: [F:1][C:2]1[CH:3]=[CH:4][C:5]2[C:14]([CH:15]=1)=[N:13][C:12]([O:16][C@H:17]1[CH2:51][N:20]3[C:21](=[O:50])[C@@H:22]([NH:41][C:42]([C:44]4[CH:48]=[C:47]([CH3:49])[O:46][N:45]=4)=[O:43])[CH2:23][CH2:24][CH2:25][CH2:26][CH2:27][CH:28]=[CH:29][C@@H:30]4[CH2:35][C@@:31]4([C:36]([O:38]CC)=[O:37])[NH:32][C:33](=[O:34])[C@@H:19]3[CH2:18]1)=[C:11]1[C:6]=2[CH:7]=[CH:8][CH:9]=[CH:10]1.CO.O.O.[OH-].[Li+]>O1CCCC1>[F:1][C:2]1[CH:3]=[CH:4][C:5]2[C:14]([CH:15]=1)=[N:13][C:12]([O:16][C@H:17]1[CH2:51][N:20]3[C:21](=[O:50])[C@@H:22]([NH:41][C:42]([C:44]4[CH:48]=[C:47]([CH3:49])[O:46][N:45]=4)=[O:43])[CH2:23][CH2:24][CH2:25][CH2:26][CH2:27][CH:28]=[CH:29][C@@H:30]4[CH2:35][C@@:31]4([C:36]([OH:38])=[O:37])[NH:32][C:33](=[O:34])[C@@H:19]3[CH2:18]1)=[C:11]1[C:6]=2[CH:7]=[CH:8][CH:9]=[CH:10]1 |f:3.4.5|. Reported procedure: (2R,6S,13aS,14aR,16aS,Z)-ethyl 2-(3-fluorophenanthridin-6-yloxy)-6-(5-methylisoxazole-3-carboxamido)-5,16-dioxo-1,2,3,5,6,7,8,9,10,11,13a,14,14a,15,16,16a-hexadecahydrocyclopropa[e]pyrrolo[1,2-a][1,4]diazacyclopentadecine-14a-carboxylate (846 mg, 1.21 mmol) was dissolved in tetrahydrofuran (6 mL), methanol (3 mL), and water (3 mL) and lithium hydroxide monohydrate (76 mg, 1.8 mmol) was added. The reaction mixture was heated at 40° C. for 4 h. The mixture was cooled to rt and partitioned between ... The reactants are C(O)([O-])=O.[Na+] (sodium hydrogen carbonate), NC1=NNC2=C1C(N(C=C2C=2C=C(SC2)C=O)C2=C(C=CC=C2)Cl)=O (4-(3-amino-5-(2-chlorophenyl)-4-oxo-4,5-dihydro-1H-pyrazolo[4,3-c]pyridin-7-yl)thiophene-2-carbaldehyde), N1CCCC1 (pyrrolidine), C(C)(=O)O[BH-](OC(C)=O)OC(C)=O.[Na+] (sodium triacetoxyborohydride). Solvent: C(C)#N (acetonitrile). Reaction conditions: time 3 hour. The product is NC1=NNC2=C1C(N(C=C2C2=CSC(=C2)CN2CCCC2)C2=C(C=CC=C2)Cl)=O (3-amino-5-(2-chlorophenyl)-7-(5-(pyrrolidin-1-ylmethyl)-3-thienyl)-1,5-dihydro-4H-pyrazolo[4,3-c]pyridin-4-one). RXN SMILES: [NH2:1][C:2]1[C:6]2[C:7](=[O:25])[N:8]([C:18]3[CH:23]=[CH:22][CH:21]=[CH:20][C:19]=3[Cl:24])[CH:9]=[C:10]([C:11]3[CH:12]=[C:13]([CH:16]=O)[S:14][CH:15]=3)[C:5]=2[NH:4][N:3]=1.[NH:26]1[CH2:30][CH2:29][CH2:28][CH2:27]1.C(O[BH-](OC(=O)C)OC(=O)C)(=O)C.[Na+].C(=O)([O-])O.[Na+]>C(#N)C>[NH2:1][C:2]1[C:6]2[C:7](=[O:25])[N:8]([C:18]3[CH:23]=[CH:22][CH:21]=[CH:20][C:19]=3[Cl:24])[CH:9]=[C:10]([C:11]3[CH:12]=[C:13]([CH2:16][N:26]4[CH2:30][CH2:29][CH2:28][CH2:27]4)[S:14][CH:15]=3)[C:5]=2[NH:4][N:3]=1 |f:2.3,4.5|. Procedure details: To a solution of 4-(3-amino-5-(2-chlorophenyl)-4-oxo-4,5-dihydro-1H-pyrazolo[4,3-c]pyridin-7-yl)thiophene-2-carbaldehyde obtained in Step A (100 mg) and pyrrolidine (0.053 mL) in acetonitrile (10 mL) was added sodium triacetoxyborohydride (89 mg) at room temperature, and the mixture was stirred at room temperature 3 hr. To the reaction mixture was added saturated aqueous sodium hydrogen carbonate solution, and the mixture was extracted with ethyl acetate. The extract was washed with saturated br... Reactants: CC(C)C[Al+]CC(C)C, Cc1ccccc1, CCOC(=O)c1cc(-c2ccccc2)n(S(=O)(=O)c2ccccc2)c1Cl, Cl, [H-], C1CCOC1. Product: O=S(=O)(c1ccccc1)n1c(-c2ccccc2)cc(CO)c1Cl. RXN SMILES: [CH2:28]([Al+:29][CH2:30][CH:31]([CH3:32])[CH3:33])[CH:34]([CH3:35])[CH3:36].[CH3:43][c:44]1[cH:45][cH:46][cH:47][cH:48][cH:49]1.[Cl:1][c:2]1[n:3]([S:18](=[O:19])(=[O:20])[c:21]2[cH:22][cH:23][cH:24][cH:25][cH:26]2)[c:4](-[c:12]2[cH:13][cH:14][cH:15][cH:16][cH:17]2)[cH:5][c:6]1[C:7](=[O:8])[O:9][CH2:10][CH3:11].[ClH:37].[H-:27].[O:38]1[CH2:39][CH2:40][CH2:41][CH2:42]1>>[Cl:1][c:2]1[n:3]([S:18](=[O:19])(=[O:20])[c:21]2[cH:22][cH:23][cH:24][cH:25][cH:26]2)[c:4](-[c:12]2[cH:13][cH:14][cH:15][cH:16][cH:17]2)[cH:5][c:6]1[CH2:7][OH:8].